This data is from the Open Reaction Database (ORD), a public repository of structured organic reaction records. The task is: describe an organic reaction: reactants, conditions, products, and yield The reactants are C1COCCO1, CC(C)N1CCN(Cc2cnc(-c3cc(Cl)cc4c3cnn4S(=O)(=O)c3ccccc3)o2)CC1, COc1ncc(B2OC(C)(C)C(C)(C)O2)cc1NS(=O)(=O)c1ccc(F)cc1F, O. The product is COc1ncc(-c2cc(-c3ncc(CN4CCN(C(C)C)CC4)o3)c3cnn(S(=O)(=O)c4ccccc4)c3c2)cc1NS(=O)(=O)c1ccc(F)cc1F. RXN SMILES: [CH2:65]1[O:66][CH2:67][CH2:68][O:69][CH2:70]1.[Cl:1][c:2]1[cH:3][c:4](-[c:20]2[o:21][c:22]([CH2:25][N:26]3[CH2:27][CH2:28][N:29]([CH:32]([CH3:33])[CH3:34])[CH2:30][CH2:31]3)[cH:23][n:24]2)[c:5]2[cH:6][n:7][n:8]([S:11](=[O:12])(=[O:13])[c:14]3[cH:15][cH:16][cH:17][cH:18][cH:19]3)[c:9]2[cH:10]1.[F:35][c:36]1[c:37]([S:43](=[O:44])(=[O:45])[NH:46][c:47]2[c:48]([O:62][CH3:63])[n:49][cH:50][c:51]([B:53]3[O:54][C:55]([CH3:56])([CH3:57])[C:58]([CH3:59])([CH3:60])[O:61]3)[cH:52]2)[cH:38][cH:39][c:40]([F:42])[cH:41]1.[OH2:64]>>[c:2]1(-[c:51]2[cH:50][n:49][c:48]([O:62][CH3:63])[c:47]([NH:46][S:43]([c:37]3[c:36]([F:35])[cH:41][c:40]([F:42])[cH:39][cH:38]3)(=[O:44])=[O:45])[cH:52]2)[cH:3][c:4](-[c:20]2[o:21][c:22]([CH2:25][N:26]3[CH2:27][CH2:28][N:29]([CH:32]([CH3:33])[CH3:34])[CH2:30][CH2:31]3)[cH:23][n:24]2)[c:5]2[cH:6][n:7][n:8]([S:11](=[O:12])(=[O:13])[c:14]3[cH:15][cH:16][cH:17][cH:18][cH:19]3)[c:9]2[cH:10]1.